This data is from the Open Reaction Database (ORD), a public repository of structured organic reaction records. The task is: describe an organic reaction: reactants, conditions, products, and yield Reactants: CC(CCCCCCCCC)NC(C=C(C1=CC(=CC=C1)[N+](=O)[O-])C1=CC=CC=C1)=O (N-(1-methyldecyl)-3-phenyl-3-(3-nitrophenyl)propenamide). The reagents and catalysts are [Fe] (iron). Solvent: C(C)(=O)O (acetic acid). Product: CC(CCCCCCCCC)NC(C=C(C1=CC(=CC=C1)N)C1=CC=CC=C1)=O (N-(1-Methyldecyl)-3-phenyl-3-(3-aminophenyl)propenamide). RXN SMILES: [CH3:1][CH:2]([NH:12][C:13](=[O:31])[CH:14]=[C:15]([C:25]1[CH:30]=[CH:29][CH:28]=[CH:27][CH:26]=1)[C:16]1[CH:21]=[CH:20][CH:19]=[C:18]([N+:22]([O-])=O)[CH:17]=1)[CH2:3][CH2:4][CH2:5][CH2:6][CH2:7][CH2:8][CH2:9][CH2:10][CH3:11]>C(O)(=O)C.[Fe]>[CH3:1][CH:2]([NH:12][C:13](=[O:31])[CH:14]=[C:15]([C:25]1[CH:30]=[CH:29][CH:28]=[CH:27][CH:26]=1)[C:16]1[CH:21]=[CH:20][CH:19]=[C:18]([NH2:22])[CH:17]=1)[CH2:3][CH2:4][CH2:5][CH2:6][CH2:7][CH2:8][CH2:9][CH2:10][CH3:11]. Procedure details: Reduction of 11.6 g. of N-(1-methyldecyl)-3-phenyl-3-(3-nitrophenyl)propenamide with 7.7 g. of iron powder in glacial acetic acid, according to the procedure of Preparation 25, afforded the title compound as an oil. This product was chromatographed on 350 g. of silica gel, eluting with chloroform containing 1% ethanol. This gave 2.3 g. of trans-N-(1-methyldecyl)-3-phenyl-3-(3-aminophenyl)propenamide, 0.25 g. of cis-N-(1-methyldecyl)-3-phenyl-3-(3-aminophenyl)propenamide and 6.2 g. of a mixture o... Starting materials: C(C)(C)(C)OC(=O)N1CCC(CC1)NC1=NC=C(C(=N1)N)C(C1=C(C=CC=C1)OC)=O (4-[4-amino-5-(2-methoxy-benzoyl)-pyrimidin-2-ylamino]-piperidine-1-carboxylic acid tert-butyl ester), FC(C(=O)O)(F)F (trifluoroacetic acid). The solvent is ClCCl (dichloromethane). Run at temperature 0 celsius, time 1 hour. Yields the product NC1=NC(=NC=C1C(=O)C1=C(C=CC=C1)OC)NC1CCNCC1 ([4-amino-2-(piperidin-4-ylamino)-pyrimidin-5-yl]-(2-methoxy-phenyl)-methanone). The yield is 285.8%. As a reaction SMILES: C(OC([N:8]1[CH2:13][CH2:12][CH:11]([NH:14][C:15]2[N:20]=[C:19]([NH2:21])[C:18]([C:22](=[O:31])[C:23]3[CH:28]=[CH:27][CH:26]=[CH:25][C:24]=3[O:29][CH3:30])=[CH:17][N:16]=2)[CH2:10][CH2:9]1)=O)(C)(C)C.FC(F)(F)C(O)=O>ClCCl>[NH2:21][C:19]1[C:18]([C:22]([C:23]2[CH:28]=[CH:27][CH:26]=[CH:25][C:24]=2[O:29][CH3:30])=[O:31])=[CH:17][N:16]=[C:15]([NH:14][CH:11]2[CH2:12][CH2:13][NH:8][CH2:9][CH2:10]2)[N:20]=1. Procedure: 4-[4-Amino-5-(2-methoxy-benzoyl)-pyrimidin-2-ylamino]-piperidine-1-carboxylic acid tert-butyl ester (1.96 g, Example 10) was dissolved in dichloromethane (25 mL), cooled to 0° C. and treated with trifluoroacetic acid (12.5 mL). After stirring 1 hour at 0° C., the reaction mixture was concentrated in vacuo to give 4.29 g of [4-amino-2-(piperidin-4-ylamino)-pyrimidin-5-yl]-(2-methoxy-phenyl)-methanone as the trifluoroacetic acid salt. A portion of the crude product was purified on HPLC and then ne... The reactants are C(C)OC(=O)N1CCNCC1 (ethyl-N-piperazine carboxylate), [OH-].[OH-].C(C)(C)C=1C=C(C=CC1)[B+2] (3-isopropylphenyl-boron dihydroxide), C(CO)=O (glycolaldehyde). Product: C(C)OC(=O)N1CCN(CC1)C(CO)C1=CC(=CC=C1)C(C)C (4-[2-hydroxy-1-(3-isopropyl-phenyl)-ethyl]-piperazine-1-carboxylic acid ethyl ester). RXN SMILES: [CH2:1]([O:3][C:4]([N:6]1[CH2:11][CH2:10][NH:9][CH2:8][CH2:7]1)=[O:5])[CH3:2].[OH-].[OH-].[CH:14]([C:17]1[CH:18]=[C:19]([B+2])[CH:20]=[CH:21][CH:22]=1)([CH3:16])[CH3:15].[CH:24](=O)[CH2:25][OH:26]>>[CH2:1]([O:3][C:4]([N:6]1[CH2:7][CH2:8][N:9]([CH:24]([C:19]2[CH:20]=[CH:21][CH:22]=[C:17]([CH:14]([CH3:16])[CH3:15])[CH:18]=2)[CH2:25][OH:26])[CH2:10][CH2:11]1)=[O:5])[CH3:2] |f:1.2.3|. Procedure: Following the procedure described in Petasis N. A. et al. in Tetrahedron (1997), 53, 16463-16470, ethyl-N-piperazine carboxylate was reacted with 3-isopropylphenyl-boron dihydroxide in the presence of glycolaldehyde to provide 4-[2-hydroxy-1-(3-isopropyl-phenyl)-ethyl]-piperazine-1-carboxylic acid ethyl ester (compound 18). The compounds listed in Table III were obtained by the same method. Reactants: F[B-](F)(F)F, Cc1cc(C2(c3cccc(Br)c3)COCC(=O)N2)ccc1OC(F)F, C[O+](C)C, [Cl-], ClCCl, [NH4+]. The product is Cc1cc(C2(c3cccc(Br)c3)COCC(N)=N2)ccc1OC(F)F. RXN SMILES: [B-:26]([F:27])([F:28])([F:29])[F:30].[Br:1][c:2]1[cH:3][c:4]([C:8]2([c:15]3[cH:16][c:17]([CH3:25])[c:18]([O:21][CH:22]([F:23])[F:24])[cH:19][cH:20]3)[NH:9][C:10](=[O:14])[CH2:11][O:12][CH2:13]2)[cH:5][cH:6][cH:7]1.[CH3:31][O+:32]([CH3:33])[CH3:34].[Cl-:35].[Cl:37][CH2:38][Cl:39].[NH4+:36]>>[Br:1][c:2]1[cH:3][c:4]([C:8]2([c:15]3[cH:16][c:17]([CH3:25])[c:18]([O:21][CH:22]([F:23])[F:24])[cH:19][cH:20]3)[N:9]=[C:10]([NH2:36])[CH2:11][O:12][CH2:13]2)[cH:5][cH:6][cH:7]1. Reactants: FC(C(=O)O)(F)F.ClC1=CC=C2C(=C1)NC(C21C(NC(C1C1=CC(=CC=C1)Cl)C(=O)O)CC(C)(C)C)=O (rac-(2′S,3′R,4′S,5′R)-6-chloro-4′-(3-chloro-phenyl)-2′-(2,2-dimethyl-propyl)-2-oxo-1,2-dihydro-spiro[indole-3,3′-pyrrolidine]-5′-carboxylic acid trifluoroacetic acid), NC1=C(C=C(C(=O)OC)C=C1)OC (methyl 4-amino-3-methoxy-benzoate), C(C)(C)N(CC)C(C)C (diisopropylethylamine), C1(=CC=CC=C1)P(=O)(C1=CC=CC=C1)Cl (diphenylphosphinic chloride). The product is COC(C1=CC(=C(C=C1)NC(=O)[C@H]1[C@@H]([C@@]2([C@@H](N1)CC(C)(C)C)C(NC1=CC(=CC=C12)Cl)=O)C1=CC(=CC=C1)Cl)OC)=O (rac-4-{[(2′S,3′R,4′R,5′R)-6-chloro-4′-(3-chloro-phenyl)-2′-(2,2-dimethyl-propyl)-2-oxo-1,2-dihydro-spiro[indole-3,3′-pyrrolidine]-5′-carbonyl]-amino}-3-methoxy-benzoic acid methyl ester). Reaction SMILES: FC(F)(F)C(O)=O.[Cl:8][C:9]1[CH:14]=[C:13]2[NH:15][C:16](=[O:37])[C:17]3([CH:21]([C:22]4[CH:27]=[CH:26][CH:25]=[C:24]([Cl:28])[CH:23]=4)[CH:20]([C:29]([OH:31])=O)[NH:19][CH:18]3[CH2:32][C:33]([CH3:36])([CH3:35])[CH3:34])[C:12]2=[CH:11][CH:10]=1.C(N(C(C)C)CC)(C)C.C1(P(Cl)(C2C=CC=CC=2)=O)C=CC=CC=1.[NH2:62][C:63]1[CH:72]=[CH:71][C:66]([C:67]([O:69][CH3:70])=[O:68])=[CH:65][C:64]=1[O:73][CH3:74]>>[CH3:70][O:69][C:67](=[O:68])[C:66]1[CH:71]=[CH:72][C:63]([NH:62][C:29]([C@@H:20]2[NH:19][C@@H:18]([CH2:32][C:33]([CH3:36])([CH3:34])[CH3:35])[C@:17]3([C:12]4[C:13](=[CH:14][C:9]([Cl:8])=[CH:10][CH:11]=4)[NH:15][C:16]3=[O:37])[C@H:21]2[C:22]2[CH:27]=[CH:26][CH:25]=[C:24]([Cl:28])[CH:23]=2)=[O:31])=[C:64]([O:73][CH3:74])[CH:65]=1 |f:0.1|. Procedure details: In a manner similar to the method described in Example 5, rac-(2′S,3′R,4′S,5′R)-6-chloro-4′-(3-chloro-phenyl)-2′-(2,2-dimethyl-propyl)-2-oxo-1,2-dihydro-spiro[indole-3,3′-pyrrolidine]-5′-carboxylic acid trifluoroacetic acid prepared in Example 63 (0.28 g, 0.5 mmol), was reacted with diisopropylethylamine (0.38 mL, 2.25 mmol), diphenylphosphinic chloride (0.36 mL, 1.9 mmol), then reacted with methyl 4-amino-3-methoxy-benzoate (Ark Pharm) (0.09 g, 0.5 mmol) to give rac-4-{[(2′S,3′R,4′R,5′R)-6-chlo...